The task is: describe an organic reaction: reactants, conditions, products, and yield. This data is from the Open Reaction Database (ORD), a public repository of structured organic reaction records. Starting materials: ClS(=O)(=O)O (chlorosulfonic acid), IC=1C(=C(C(=O)O)C=CC1)C (3-iodo-2-methylbenzoic acid). Conditions: temperature 95 celsius, time 8 hour. The product is ClS(=O)(=O)C=1C=C(C(=C(C(=O)O)C1)C)I (5-(Chlorosulfonyl)-3-iodo-2-methylbenzoic acid). Reaction SMILES: [Cl:1][S:2]([OH:5])(=O)=[O:3].[I:6][C:7]1[C:8]([CH3:16])=[C:9]([CH:13]=[CH:14][CH:15]=1)[C:10]([OH:12])=[O:11]>>[Cl:1][S:2]([C:14]1[CH:15]=[C:7]([I:6])[C:8]([CH3:16])=[C:9]([CH:13]=1)[C:10]([OH:12])=[O:11])(=[O:5])=[O:3]. Procedure: A round bottom flask was charged with chlorosulfonic acid (3.80 mL, 57.2 mmol), and 3-iodo-2-methylbenzoic acid (5.00 g, 19.1 mmol) was added in portions at 0° C. The reaction was heated at 95° C. for two hours and then stirred at room temperature overnight. The reaction mixture was poured onto ice and the solids formed were collected and dried to afford the desired product as a white solid. The reactants are C(CCCCC)[C@@H]1C(O[C@H]1C[C@@H](CC\C=C/CCCCCCC)O)=O ((S)-3-hexyl-(S)-4-[(R,Z)-2-hydroxy-5-tridecenyl)-2oxetanone), C(=O)N[C@@H](CC(C)C)C(=O)O (N-formyl-L-leucine). Yields the product C(CCCCC)[C@H]1[C@H](OC1=O)[C@H](CCC=C)OC([C@@H](NC=O)C)=O (N-formyl-L-alanine (S)-1-[(2S,3S)-3-hexyl-4-oxo-2-oxetanyl)-4-pentenyl ester). Reaction SMILES: [CH2:1]([C@H:7]1[C@H:10]([CH2:11][C@H:12](O)[CH2:13][CH2:14]/[CH:15]=C\CCCCCCC)[O:9][C:8]1=[O:25])[CH2:2][CH2:3][CH2:4][CH2:5][CH3:6].[CH:26]([NH:28][C@H:29]([C:34]([OH:36])=[O:35])[CH2:30]C(C)C)=[O:27]>>[CH2:1]([C@@H:7]1[C:8](=[O:25])[O:9][C@@H:10]1[C@@H:11]([O:36][C:34](=[O:35])[C@H:29]([CH3:30])[NH:28][CH:26]=[O:27])[CH2:12][CH2:13][CH:14]=[CH2:15])[CH2:2][CH2:3][CH2:4][CH2:5][CH3:6]. Procedure details: by esterifying (S)-3-hexyl-(S)-4-[(R,Z)-2-hydroxy-5-tridecenyl)-2oxetanone with N-formyl-L-leucine there was obtained Starting materials: BrC1=C2C=CC=CC2=C(C2=C1SC(=C2C)C)C2=CC(=C(C(=C2)C)O)C (4-(9-bromo-2,3-dimethyl-naphtho[2,3-b]thiophen-4-yl)-2,6-dimethyl-phenol), ClS(=O)(=O)C1=CC(=C(C(=O)O)C=C1)O (4-chlorosulphonyl-2-hydroxybenzoic acid). Product: BrC1=C2C=CC=CC2=C(C2=C1SC(=C2C)C)C2=CC(=C(OS(=O)(=O)C1=CC(=C(C(=O)O)C=C1)O)C(=C2)C)C (4-[4-(9-Bromo-2,3-dimethyl-naphtho[2,3-b]thiophen-4-yl)-2,6-dimethyl-phenoxysulfonyl]-2-hydroxy-benzoic acid). Reaction SMILES: [Br:1][C:2]1[C:11]2[S:12][C:13]([CH3:16])=[C:14]([CH3:15])[C:10]=2[C:9]([C:17]2[CH:22]=[C:21]([CH3:23])[C:20]([OH:24])=[C:19]([CH3:25])[CH:18]=2)=[C:8]2[C:3]=1[CH:4]=[CH:5][CH:6]=[CH:7]2.Cl[S:27]([C:30]1[CH:38]=[CH:37][C:33]([C:34]([OH:36])=[O:35])=[C:32]([OH:39])[CH:31]=1)(=[O:29])=[O:28]>>[Br:1][C:2]1[C:11]2[S:12][C:13]([CH3:16])=[C:14]([CH3:15])[C:10]=2[C:9]([C:17]2[CH:22]=[C:21]([CH3:23])[C:20]([O:24][S:27]([C:30]3[CH:38]=[CH:37][C:33]([C:34]([OH:36])=[O:35])=[C:32]([OH:39])[CH:31]=3)(=[O:29])=[O:28])=[C:19]([CH3:25])[CH:18]=2)=[C:8]2[C:3]=1[CH:4]=[CH:5][CH:6]=[CH:7]2. Procedure details: Using 4-(9-bromo-2,3-dimethyl-naphtho[2,3-b]thiophen-4-yl)-2,6-dimethyl-phenol (0.302 g, 0.744 mmol) and 4-chlorosulphonyl-2-hydroxybenzoic acid (1.09 g, 4.61 mmol) the title compound was prepared according to the procedure in Example 1, step 9. Purification on Dynamax C18 eluting with 85% CH3CN/H2O (0.1% TFA added) gave 0.20 g (44%) of the title compound as a yellow solid, mp >225° C.; 1H NMR (DMSO-d6) δ 1.59 (s, 3 H), 2.16 (s, 6 H), 2.45 (s, 3 H), 7.19 (S, 2 H), 7.46-7.52 (m, 4 H), 7.65-7.69 (... The reactants are FC1=C(C=C(C=C1)C(C#N)CC1=CC=CC=C1)OC (2-(4-Fluoro-3-methoxyphenyl)-3-phenylpropanenitrile), CCOC(=O)C (EtOAc), C(C)(C)NC(C)C (diisopropylamine), C(CCC)[Li] (n-butyllithium). Solvent: C1CCOC1 (THF), C1CCOC1 (THF). Reaction conditions: time 1 hour. The product is C(C)OC(C(C1=CC(=C(C=C1)F)OC)(C#N)CC1=CC=CC=C1)=O (Benzyl-cyano-(4-fluoro-3-methoxy-phenyl)-acetic acid ethyl ester). RXN SMILES: C(NC(C)C)(C)C.C([Li])CCC.[F:13][C:14]1[CH:19]=[CH:18][C:17]([CH:20]([CH2:23][C:24]2[CH:29]=[CH:28][CH:27]=[CH:26][CH:25]=2)[C:21]#[N:22])=[CH:16][C:15]=1[O:30][CH3:31].[CH3:32][CH2:33][O:34][C:35](C)=[O:36]>C1COCC1>[CH2:33]([O:34][C:35](=[O:36])[C:20]([CH2:23][C:24]1[CH:25]=[CH:26][CH:27]=[CH:28][CH:29]=1)([C:21]#[N:22])[C:17]1[CH:18]=[CH:19][C:14]([F:13])=[C:15]([O:30][CH3:31])[CH:16]=1)[CH3:32]. Procedure: To a −78° C. cooled solution of diisopropylamine (5.11 ml, 35.8 mmol) in THF was added n-butyllithium (22.40 ml, 35.8 mmol) and stirred for 1 h while the reaction mixture was allowed to warm up <−40° C. 2-(4-Fluoro-3-methoxyphenyl)-3-phenylpropanenitrile (6.1 g, 23.89 mmol) dissolved in THF was added followed by ethyl chloroformiate (3.42 ml, 35.8 mmol). The reaction mixture was stirred over night and was allowed to heat up to room temperature. Evaporated solvents and redissolved in EtOAc, washe... Reactants: Sc1cccc(Br)c1, O=C([O-])[O-], CC(C)=O, CC(C)I, [K+], [K+]. The product is CC(C)Sc1cccc(Br)c1. Reaction SMILES: [Br:1][c:2]1[cH:3][c:4]([SH:8])[cH:5][cH:6][cH:7]1.[C:9](=[O:10])([O-:11])[O-:12].[CH3:19][C:20](=[O:21])[CH3:22].[I:15][CH:16]([CH3:17])[CH3:18].[K+:13].[K+:14]>>[Br:1][c:2]1[cH:3][c:4]([S:8][CH:16]([CH3:17])[CH3:18])[cH:5][cH:6][cH:7]1. The reactants are MeOH AcOH-CH2 Cl2, N1=C(C=CC=C1)C(=O)C1=NC=CC=C1 (pyridyl ketone), [Br-].C(=O)(O)CCCC[P+](C1=CC=CC=C1)(C1=CC=CC=C1)C1=CC=CC=C1 ((4-carboxybutyl)triphenylphosphonium bromide), CC(C)(C)[O-].[K+] (t-BuOK). Run in C1CCOC1 (THF). Product: C(\C=C\CCC)(=O)O ((E)-hexenoic acid), C(\C=C/CCC)(=O)O ((Z)-hexenoic acid). The yield is 88.6%. Reaction SMILES: N1C=CC=C[C:2]=1[C:7]([C:9]1[CH:14]=[CH:13][CH:12]=[CH:11]N=1)=[O:8].[Br-].[C:16]([CH2:19][CH2:20][CH2:21][CH2:22][P+](C1C=CC=CC=1)(C1C=CC=CC=1)C1C=CC=CC=1)([OH:18])=[O:17].CC([O-])(C)C.[K+]>C1COCC1>[C:7]([OH:17])(=[O:8])/[CH:9]=[CH:14]/[CH2:13][CH2:12][CH3:11].[C:16]([OH:18])(=[O:17])/[CH:19]=[CH:20]\[CH2:21][CH2:22][CH3:2] |f:1.2,3.4|. Procedure details: Prepared as above from 150.0 mg (0.35 mmol) of the pyridyl ketone, 308.2 mg (0.70 mmol) of (4-carboxybutyl)triphenylphosphonium bromide, and 1.4 mL (1.4 mmol) of 1.0M t-BuOK in 1.5 mL of THF at 0° C. for 1.5 hr. Flash chromatography followed by preparative HPLC with MeOH-AcOH-CH2 Cl2 (3.5:1.5:95) furnished 107.9 mg 60.2%) of (E)-hexenoic acid and 35.4 mg (19.8%) of (Z)-hexenoic acid (E/Z=3:1). The title (E)-isomer was characterized as follows: mp 86-90° C.; 1H NMR (CDCl3) δ 8.55 (br s, 1H), 8.45... RXN SMILES: [CH2:16]([CH:17]=[CH2:18])[O:19][c:20]1[n:21][c:22]([Cl:26])[cH:23][n:24][cH:25]1.[Cl:1][c:2]1[n:3][cH:4][cH:5][c:6]([C:8]#[C:9][c:10]2[n:11][c:12]([CH3:15])[nH:13][cH:14]2)[cH:7]1>>[Cl:1][c:2]1[n:3][cH:4][cH:5][c:6]([C:8]#[C:9][c:10]2[n:11][c:12]([CH3:15])[n:13](-[c:22]3[n:21][c:20]([O:19][CH2:16][CH:17]=[CH2:18])[cH:25][n:24][cH:23]3)[cH:14]2)[cH:7]1. The product is C=CCOc1cncc(-n2cc(C#Cc3ccnc(Cl)c3)nc2C)n1. Reactants: C=CCOc1cncc(Cl)n1, Cc1nc(C#Cc2ccnc(Cl)c2)c[nH]1.